From a dataset of the Open Reaction Database (ORD), a public repository of structured organic reaction records. describe an organic reaction: reactants, conditions, products, and yield Starting materials: CCOC(=O)Cn1ccn2nccc12, CCO, [NH4+], [OH-]. Product: NC(=O)Cn1ccn2nccc12. As a reaction SMILES: [CH2:1]([O:3][C:4](=[O:2])[CH2:6][n:7]1[cH:8][cH:9][n:10]2[n:11][cH:12][cH:13][c:14]12)[CH3:5].[CH3:17][CH2:18][OH:19].[NH4+:15].[OH-:16]>>[O:3]=[C:4]([CH2:6][n:7]1[cH:8][cH:9][n:10]2[n:11][cH:12][cH:13][c:14]12)[NH2:15]. Starting materials: O1CCCC1.C(CC)[Mg]Br (n-propylmagnesium bromide tetrahydrofuran), C(C)OC(C1=CC=C(C=O)C=C1)OCC (4-(diethoxymethyl)benzaldehyde), [Cl-].[NH4+] (ammonium chloride). Solvent: O1CCCC1 (tetrahydrofuran). Run at time 30 minute. The product is C(C)OC(C1=CC=C(C=C1)C(CCC)O)OCC (1-[4-(diethoxymethyl)phenyl]butane-1-ol). Isolated yield 50.6%. Reaction SMILES: [CH2:1]([O:3][CH:4]([O:13][CH2:14][CH3:15])[C:5]1[CH:12]=[CH:11][C:8]([CH:9]=[O:10])=[CH:7][CH:6]=1)[CH3:2].O1C[CH2:19][CH2:18][CH2:17]1.C([Mg]Br)CC.[Cl-].[NH4+]>O1CCCC1>[CH2:14]([O:13][CH:4]([O:3][CH2:1][CH3:2])[C:5]1[CH:12]=[CH:11][C:8]([CH:9]([OH:10])[CH2:17][CH2:18][CH3:19])=[CH:7][CH:6]=1)[CH3:15] |f:1.2,3.4|. Procedure: A solution of 4-(diethoxymethyl)benzaldehyde (10.4 g, 50.0 mmol) in tetrahydrofuran (200 mL) was stirred at room temperature under a nitrogen atmosphere, 2 M n-propylmagnesium bromide tetrahydrofuran solution (27.5 mL, 55.0 mmol) was added dropwise. After 30 min, aqueous ammonium chloride solution was added to the reaction mixture, and the mixture was extracted with ethyl acetate. The extract was washed with saturated brine, dried over anhydrous sodium sulfate, and concentrated under reduced pre... Starting materials: NS(=O)(=O)C=1SC(=CC1NC(=O)C=1C(N(C2=CC=CC=C2C1O)CC1=CC=CC=C1)=O)Cl (N-[2-(aminosulfonyl)-5-chlorothien-3-yl]-1-benzyl-4-hydroxy-2-oxo-1,2-dihydroquinoline-3-carboxamide), NS(=O)(=O)C1=C(C=CC(=C1)Br)NC(=O)C=1C(N(C2=NC=CC=C2C1O)CC1=CC=CC=C1)=O (N-[2-(aminosulfonyl)-4-bromophenyl]-1-benzyl-4-hydroxy-2-oxo-1,2-dihydro-1,8-naphthyridine-3-carboxamide). Product: C(C1=CC=CC=C1)N1C(C(=C(C2=CC=CC=C12)O)C1=NS(C2=C(N1)C=C(S2)Cl)(=O)=O)=O (1-benzyl-3-(6-chloro-1,1-dioxido-4H-thieno[3,2-e][1,2,4]thiadiazin-3-yl)-4-hydroxyquinolin-2(1H)-one). As a reaction SMILES: [NH2:1][S:2]([C:5]1[S:6][C:7]([Cl:32])=[CH:8][C:9]=1[NH:10][C:11]([C:13]1[C:14](=[O:31])[N:15]([CH2:24][C:25]2[CH:30]=[CH:29][CH:28]=[CH:27][CH:26]=2)[C:16]2[C:21]([C:22]=1[OH:23])=[CH:20][CH:19]=[CH:18][CH:17]=2)=O)(=[O:4])=[O:3].NS(C1C=C(Br)C=CC=1NC(C1C(=O)N(CC2C=CC=CC=2)C2C(C=1O)=CC=CN=2)=O)(=O)=O>>[CH2:24]([N:15]1[C:16]2[C:21](=[CH:20][CH:19]=[CH:18][CH:17]=2)[C:22]([OH:23])=[C:13]([C:11]2[NH:10][C:9]3[CH:8]=[C:7]([Cl:32])[S:6][C:5]=3[S:2](=[O:4])(=[O:3])[N:1]=2)[C:14]1=[O:31])[C:25]1[CH:30]=[CH:29][CH:28]=[CH:27][CH:26]=1. Procedure: The title compound is prepared according to the procedure of Example 84D substituting the product of Example 175A for the product of Example 84C. Solvent: C(Cl)(Cl)Cl (chloroform). Procedure: To a solution of 2-[(heptylsulfanyl)methyl]-3-methylquinolin-4(1H)-one (110 mg) in chloroform (5 mL) was added m-chloroperbenzoic acid (75%, 200 mg) at room temperature, and the mixture was stirred for 5 hours. A 0.2M aqueous sodium hydroxide solution (20 mL) was added to the reaction mixture, followed by extraction with chloroform (50 mL). The organic layer was washed sequentially with water and saturated brine, and then dried over anhydrous magnesium sulfate. The solvent was evaporated under r... As a reaction SMILES: [CH2:1]([S:8][CH2:9][C:10]1[NH:11][C:12]2[C:17]([C:18](=[O:21])[C:19]=1[CH3:20])=[CH:16][CH:15]=[CH:14][CH:13]=2)[CH2:2][CH2:3][CH2:4][CH2:5][CH2:6][CH3:7].ClC1C=CC=C(C(OO)=[O:30])C=1.[OH-:33].[Na+]>C(Cl)(Cl)Cl>[CH2:1]([S:8]([CH2:9][C:10]1[NH:11][C:12]2[C:17]([C:18](=[O:21])[C:19]=1[CH3:20])=[CH:16][CH:15]=[CH:14][CH:13]=2)(=[O:30])=[O:33])[CH2:2][CH2:3][CH2:4][CH2:5][CH2:6][CH3:7] |f:2.3|. Yields the product C(CCCCCC)S(=O)(=O)CC=1NC2=CC=CC=C2C(C1C)=O (2-[(heptylsulfonyl)methyl]-3-methylquinolin-4(1H)-one). The reactants are C(CCCCCC)SCC=1NC2=CC=CC=C2C(C1C)=O (2-[(heptylsulfanyl)methyl]-3-methylquinolin-4(1H)-one), ClC1=CC(=CC=C1)C(=O)OO (m-chloroperbenzoic acid), [OH-].[Na+] (sodium hydroxide). Reaction conditions: time 5 hour. The reactants are BrC=1C=C(C=CC1Br)NC(=S)NC1=CC(=C(C=C1)Br)Br (N,N'-bis(3,4-dibromophenyl)thiourea), C(#CC(=O)O)C(=O)O (acetylenedicarboxylic acid). Product: O=C1N(C(SC1=CC(=O)O)=NC1=CC(=C(C=C1)Br)Br)C1=CC(=C(C=C1)Br)Br ([4-Oxo-3-(3,4-dibromophenyl)-2-[(3,4-dibromophenyl)imino]-5-thiazolidinylidene]acetic acid). Yield: 13.1%. RXN SMILES: [Br:1][C:2]1[CH:3]=[C:4]([NH:9][C:10]([NH:12][C:13]2[CH:18]=[CH:17][C:16]([Br:19])=[C:15]([Br:20])[CH:14]=2)=[S:11])[CH:5]=[CH:6][C:7]=1[Br:8].[C:21]([C:26](O)=[O:27])#[C:22][C:23]([OH:25])=[O:24]>>[O:27]=[C:26]1[C:21](=[CH:22][C:23]([OH:25])=[O:24])[S:11][C:10](=[N:9][C:4]2[CH:5]=[CH:6][C:7]([Br:8])=[C:2]([Br:1])[CH:3]=2)[N:12]1[C:13]1[CH:18]=[CH:17][C:16]([Br:19])=[C:15]([Br:20])[CH:14]=1. Procedure: Prepared by the method described in Example 21 from N,N'-bis(3,4-dibromophenyl)thiourea (13.7 g, 25 mmoles) and acetylenedicarboxylic acid (2.7 g, 25 mmoles). Recrystallization from methanol gave the product (2.1 g), mp 235°-237° C.